Dataset: the Open Reaction Database (ORD), a public repository of structured organic reaction records. Task: describe an organic reaction: reactants, conditions, products, and yield The reactants are BrC1=CC=C2C=CC3=C(C=CC4=CC=C1C2=C34)Br (1,6-dibromopyrene), S1C=NC2=C1C=CC=C2 (benzothiazole), C([O-])([O-])=O.[Cs+].[Cs+] (cesium carbonate), cuprous iodide, C1(=CC=CC=C1)P(C1=CC=CC=C1)C1=CC=CC=C1 (triphenylphosphine). The reagents and catalysts are C(C)(=O)[O-].[Pd+2].C(C)(=O)[O-] (palladium acetate). The solvent is CN(C=O)C (dimethylformamide). Conditions: temperature 130 celsius, time 6 hour. Yields the product BrC1=C2C=CC3=CC=C(C4=CC=C(C=C1)C2=C43)C=4SC3=C(N4)C=CC=C3 (6-bromo-1-(benzothiazole-2-yl)pyrene). The yield is 19.1%. As a reaction SMILES: [Br:1][C:2]1[C:15]2[C:16]3=[C:17]4[C:12](=[CH:13][CH:14]=2)[CH:11]=[CH:10][C:9](Br)=[C:8]4[CH:7]=[CH:6][C:5]3=[CH:4][CH:3]=1.[S:19]1[C:23]2[CH:24]=[CH:25][CH:26]=[CH:27][C:22]=2[N:21]=[CH:20]1.C(=O)([O-])[O-].[Cs+].[Cs+].C1(P(C2C=CC=CC=2)C2C=CC=CC=2)C=CC=CC=1>C([O-])(=O)C.[Pd+2].C([O-])(=O)C.CN(C)C=O>[Br:1][C:2]1[CH:3]=[CH:4][C:5]2[C:16]3=[C:17]4[C:12](=[CH:11][CH:10]=[C:9]([C:20]5[S:19][C:23]6[CH:24]=[CH:25][CH:26]=[CH:27][C:22]=6[N:21]=5)[C:8]4=[CH:7][CH:6]=2)[CH:13]=[CH:14][C:15]=13 |f:2.3.4,6.7.8|. Procedure details: A mixed solution of 5 g of 1,6-dibromopyrene, 2.1 g of benzothiazole, 5 g of cesium carbonate, 0.31 g of cuprous iodide, 0.12 g of triphenylphosphine, 57 mg of palladium acetate and 50 ml of dimethylformamide was heated while stirred under nitrogen gas stream at a temperature of 130° C. for 6 hours. The mixed solution was cooled to room temperature, thereafter filtered and washed with 10 ml of dimethylformamide and 100 ml of dichloromethane. The filtrate was washed twice with 50 ml of water, dri... The reactants are [O-]CC.[Na+] (sodium ethoxide), C(C(=O)OCC)(=O)OCC (diethyl oxalate), CNC1=C(C=CC=C1)C(C)=O (1-(2'-methylaminophenyl)ethanone), [Na] (sodium), ethyl (2-N-methylaminobenzoyl)pyruvic acid, Cl (hydrochloric acid). Solvent: C(C)O (ethanol). Yields the product CN1C(=CC(C2=CC=CC=C12)=O)C(=O)OCC (Ethyl 1,4-dihydro-1-methyl-4-oxo-quinoline-2-carboxylate). Isolated yield 69.2%. Reaction SMILES: [CH3:1][NH:2][C:3]1[CH:8]=[CH:7][CH:6]=[CH:5][C:4]=1[C:9](=[O:11])[CH3:10].[O-]CC.[Na+].[C:16](OCC)(=O)[C:17]([O:19][CH2:20][CH3:21])=[O:18].[Na].Cl>C(O)C>[CH3:1][N:2]1[C:3]2[C:4](=[CH:5][CH:6]=[CH:7][CH:8]=2)[C:9](=[O:11])[CH:10]=[C:16]1[C:17]([O:19][CH2:20][CH3:21])=[O:18] |f:1.2,^1:25|. Procedure: 149 mgs (1 mMol) of 1-(2'-methylaminophenyl)ethanone was heated under reflux with 4 mMol of sodium ethoxide and 4 mMol of diethyl oxalate in 7 ml of ethanol for 11/2 hr. The reaction mixture, which contained the sodium salt of ethyl (2-N-methylaminobenzoyl)pyruvic acid was poured into dilute hydrochloric acid and extracted with chloroform. Evaporation to dryness and boiling the residue in diethyl ether afforded, after storing at 0°-5°, 160 mgs (70%) of the title product, mp 114°-5°. The reactants are C(C1=CC=CC=C1)C=1C=NC2=C(C=CC=C2C1C=1C=C(C=CC1)O)C(F)(F)F (3-[3-benzyl-8-(trifluoromethyl)quinolin-4-yl]phenol), alcohol, C1(=CC=CC=C1)O (phenol), C(C)OC(CC1=CC=C(C=C1)C(C)O)=O ([4-(1-Hydroxy-ethyl)-phenyl]-acetic acid ethyl ester). Yields the product C(C1=CC=CC=C1)C=1C=NC2=C(C=CC=C2C1C=1C=C(O[C@H](C)C2=CC=C(C=C2)CC(=O)O)C=CC1)C(F)(F)F ([4-((1R)-1-{3-[3-BENZYL-8-(TRIFLUOROMETHYL)QUINOLIN-4-YL]PHENOXY}ETHYL)PHENYL]ACETIC ACID). Reaction SMILES: [CH2:1]([C:8]1[CH:9]=[N:10][C:11]2[C:16]([C:17]=1[C:18]1[CH:19]=[C:20]([OH:24])[CH:21]=[CH:22][CH:23]=1)=[CH:15][CH:14]=[CH:13][C:12]=2[C:25]([F:28])([F:27])[F:26])[C:2]1[CH:7]=[CH:6][CH:5]=[CH:4][CH:3]=1.C1(O)C=CC=CC=1.C([O:38][C:39](=[O:50])[CH2:40][C:41]1[CH:46]=[CH:45][C:44]([CH:47](O)[CH3:48])=[CH:43][CH:42]=1)C>>[CH2:1]([C:8]1[CH:9]=[N:10][C:11]2[C:16]([C:17]=1[C:18]1[CH:19]=[C:20]([CH:21]=[CH:22][CH:23]=1)[O:24][C@@H:47]([C:44]1[CH:45]=[CH:46][C:41]([CH2:40][C:39]([OH:50])=[O:38])=[CH:42][CH:43]=1)[CH3:48])=[CH:15][CH:14]=[CH:13][C:12]=2[C:25]([F:28])([F:26])[F:27])[C:2]1[CH:3]=[CH:4][CH:5]=[CH:6][CH:7]=1. Procedure details: The title compound was prepared using the procedure of example 69 using 3-[3-benzyl-8-(trifluoromethyl)quinolin-4-yl]phenol as the phenol and [4-(1-Hydroxy-ethyl)-phenyl]-acetic acid ethyl ester as the alcohol and isolated using chiral column chromatography. MS (ESI) m/z 540. The reactants are CN(C)P(=O)(N(C)C)N(C)C, Nc1nc(C(C(=O)O)=C2SC(=S)N(CC(=O)O)C2=O)cs1, O=C=Nc1ccccc1. Yields the product O=C(O)CN1C(=O)C(=C(C(=O)O)c2csc(NC(=O)Nc3ccccc3)n2)SC1=S. As a reaction SMILES: [CH3:31][N:32]([CH3:33])[P:34](=[O:35])([N:36]([CH3:37])[CH3:38])[N:39]([CH3:40])[CH3:41].[NH2:1][c:2]1[s:3][cH:4][c:5]([C:7]([C:8](=[O:9])[OH:10])=[C:11]2[C:12](=[O:21])[N:13]([CH2:17][C:18](=[O:19])[OH:20])[C:14](=[S:16])[S:15]2)[n:6]1.[O:22]=[C:23]=[N:24][c:25]1[cH:26][cH:27][cH:28][cH:29][cH:30]1>>[NH:1]([c:2]1[s:3][cH:4][c:5]([C:7]([C:8](=[O:9])[OH:10])=[C:11]2[C:12](=[O:21])[N:13]([CH2:17][C:18](=[O:19])[OH:20])[C:14](=[S:16])[S:15]2)[n:6]1)[C:23](=[O:22])[NH:24][c:25]1[cH:26][cH:27][cH:28][cH:29][cH:30]1. Starting materials: N,N'-carbonyldiimidazole, C(C1=CN=CC=C1)(=O)O (nicotinic acid), ClC1=C(C(=CC=C1)Cl)NC=1NCCN1 (2-(2',6'-dichlorophenylamino)-2-imidazoline). Run in O1CCCC1 (tetrahydrofuran), O1CCCC1 (tetrahydrofuran). Conditions: time 45 minute. Yields the product C(C1=CN=CC=C1)(=O)N1C(=NCC1)NC1=C(C=CC=C1Cl)Cl (1-nicotinoyl-2-(2',6'-dichlorophenylamino)-2-imidazoline). Yield: 48.1%. As a reaction SMILES: [C:1]([OH:9])(=O)[C:2]1[CH:7]=[CH:6][CH:5]=[N:4][CH:3]=1.[Cl:10][C:11]1[CH:16]=[CH:15][CH:14]=[C:13]([Cl:17])[C:12]=1[NH:18][C:19]1[NH:20][CH2:21][CH2:22][N:23]=1>O1CCCC1>[C:1]([N:23]1[CH2:22][CH2:21][N:20]=[C:19]1[NH:18][C:12]1[C:13]([Cl:17])=[CH:14][CH:15]=[CH:16][C:11]=1[Cl:10])(=[O:9])[C:2]1[CH:7]=[CH:6][CH:5]=[N:4][CH:3]=1. Procedure details: 5.5 g (44.7 millimoles) of nicotinic acid are dissolved in 800 ml of absolute tetrahydrofuran, 7.3 g (45 millimoles) of N,N'-carbonyldiimidazole are added and the mixture is stirred for 45 minutes at room temperature. A solution of 10.3 g (44.7 millimoles) of 2-(2',6'-dichlorophenylamino)-2-imidazoline in 200 ml of absolute tetrahydrofuran is then added dropwise, with continued stirring, and the mixture is left to stand overnight at room temperature. Thereafter, the reaction solution is freed fr... The reactants are O=C(CBr)Nc1ncco1, CC#N, O=C(OC1CN2CCC1CC2)C1(c2ccccc2)CCCCCC1. Yields the product [Br-], O=C(C[N+]12CCC(CC1)C(OC(=O)C1(c3ccccc3)CCCCCC1)C2)Nc1ncco1. RXN SMILES: [Br:25][CH2:26][C:27](=[O:28])[NH:29][c:30]1[o:31][cH:32][cH:33][n:34]1.[CH3:35][C:36]#[N:37].[N:1]12[CH2:2][CH:3]([O:9][C:10](=[O:11])[C:12]3([c:19]4[cH:20][cH:21][cH:22][cH:23][cH:24]4)[CH2:13][CH2:14][CH2:15][CH2:16][CH2:17][CH2:18]3)[CH:4]([CH2:5][CH2:6]1)[CH2:7][CH2:8]2>>[Br-:25].[N+:1]12([CH2:26][C:27](=[O:28])[NH:29][c:30]3[o:31][cH:32][cH:33][n:34]3)[CH2:2][CH:3]([O:9][C:10](=[O:11])[C:12]3([c:19]4[cH:20][cH:21][cH:22][cH:23][cH:24]4)[CH2:13][CH2:14][CH2:15][CH2:16][CH2:17][CH2:18]3)[CH:4]([CH2:5][CH2:6]1)[CH2:7][CH2:8]2.